describe an organic reaction: reactants, conditions, products, and yield From a dataset of the Open Reaction Database (ORD), a public repository of structured organic reaction records. Starting materials: CC(C)N1CCC(Oc2cc3cc(C(=O)O)[nH]c3cc2Br)CC1, O=C(C1CC1)N1CCNCC1, Cl. The product is CC(C)N1CCC(Oc2cc3cc(C(=O)N4CCN(C(=O)C5CC5)CC4)[nH]c3cc2Br)CC1. As a reaction SMILES: [Br:2][c:3]1[c:4]([O:15][CH:16]2[CH2:17][CH2:18][N:19]([CH:22]([CH3:23])[CH3:24])[CH2:20][CH2:21]2)[cH:5][c:6]2[cH:7][c:8]([C:12](=[O:13])[OH:14])[nH:9][c:10]2[cH:11]1.[CH:25]1([C:28](=[O:29])[N:30]2[CH2:31][CH2:32][NH:33][CH2:34][CH2:35]2)[CH2:26][CH2:27]1.[ClH:1]>>[Br:2][c:3]1[c:4]([O:15][CH:16]2[CH2:17][CH2:18][N:19]([CH:22]([CH3:23])[CH3:24])[CH2:20][CH2:21]2)[cH:5][c:6]2[cH:7][c:8]([C:12](=[O:14])[N:33]3[CH2:32][CH2:31][N:30]([C:28]([CH:25]4[CH2:26][CH2:27]4)=[O:29])[CH2:35][CH2:34]3)[nH:9][c:10]2[cH:11]1.